From a dataset of the Open Reaction Database (ORD), a public repository of structured organic reaction records. describe an organic reaction: reactants, conditions, products, and yield The reactants are O=C([O-])O, CC1COCCN1c1cc(CS(=O)(=O)c2ccccc2C(F)(F)F)nc(-c2ccc(N)cc2)n1, CCCC(C)C, CCOC(C)=O, CCOCC, O=C(Cl)Oc1ccccc1, [Na+], C1COCCO1. Product: CC1COCCN1c1cc(CS(=O)(=O)c2ccccc2C(F)(F)F)nc(-c2ccc(NC(=O)Oc3ccccc3)cc2)n1. Reaction SMILES: [C:45](=[O:46])([O-:47])[OH:48].[CH3:11][CH:12]1[CH2:13][O:14][CH2:15][CH2:16][N:17]1[c:18]1[n:19][c:20](-[c:38]2[cH:39][cH:40][c:41]([NH2:42])[cH:43][cH:44]2)[n:21][c:22]([CH2:24][S:25](=[O:26])(=[O:27])[c:28]2[c:29]([C:34]([F:35])([F:36])[F:37])[cH:30][cH:31][cH:32][cH:33]2)[cH:23]1.[CH3:50][CH2:51][CH2:52][CH:53]([CH3:54])[CH3:55].[CH3:62][CH2:63][O:64][C:65](=[O:66])[CH3:67].[CH3:68][CH2:69][O:70][CH2:71][CH3:72].[Cl:1][C:2](=[O:3])[O:4][c:5]1[cH:6][cH:7][cH:8][cH:9][cH:10]1.[Na+:49].[O:56]1[CH2:57][CH2:58][O:59][CH2:60][CH2:61]1>>[C:2](=[O:3])([O:4][c:5]1[cH:6][cH:7][cH:8][cH:9][cH:10]1)[NH:42][c:41]1[cH:40][cH:39][c:38](-[c:20]2[n:19][c:18]([N:17]3[CH:12]([CH3:11])[CH2:13][O:14][CH2:15][CH2:16]3)[cH:23][c:22]([CH2:24][S:25](=[O:26])(=[O:27])[c:28]3[c:29]([C:34]([F:35])([F:36])[F:37])[cH:30][cH:31][cH:32][cH:33]3)[n:21]2)[cH:44][cH:43]1.